describe an organic reaction: reactants, conditions, products, and yield From a dataset of the Open Reaction Database (ORD), a public repository of structured organic reaction records. Starting materials: FC(C=1C=C(C=CC1)N=C=S)(F)F (m-trifluoromethylphenyl isothiocyanate), C(Cl)(Cl)Cl (chloroform), Br.BrCCN (2-bromoethylamine hydrobromide), C([O-])([O-])=O.[Na+].[Na+] (sodium carbonate). Run in O (water). Product: FC(C=1C=C(C=CC1)NC(=S)N1C(SCC1)=NC1=CC(=CC=C1)C(F)(F)F)(F)F (N-(3-trifluoromethylphenyl)-2-(3-trifluoromethylphenylimino)-3-thiazolidinecarbothioamide). As a reaction SMILES: [F:1][C:2]([F:13])([F:12])[C:3]1[CH:4]=[C:5]([N:9]=[C:10]=[S:11])[CH:6]=[CH:7][CH:8]=1.Br.Br[CH2:16][CH2:17][NH2:18].C(=O)([O-])[O-].[Na+].[Na+].C(Cl)(Cl)Cl>O>[F:13][C:2]([F:12])([F:1])[C:3]1[CH:4]=[C:5]([NH:9][C:10]([N:18]2[CH2:17][CH2:16][S:11][C:10]2=[N:9][C:5]2[CH:6]=[CH:7][CH:8]=[C:3]([C:2]([F:1])([F:12])[F:13])[CH:4]=2)=[S:11])[CH:6]=[CH:7][CH:8]=1 |f:1.2,3.4.5|. Procedure details: A mixture of 6.1 g. of m-trifluoromethylphenyl isothiocyanate, 6.8 g. of 2-bromoethylamine hydrobromide, 3.5 g. of sodium carbonate, and about 100 ml. of chloroform was stirred at ambient temperature for about 14 hours. To the reaction mixture was added about 50 ml. of water. The aqueous phase was washed with chloroform which was added to the organic phase. The organic phase then was washed with saturated aqueous sodium chloride and dried over anhydrous magnesium sulfate. After filtering, the so...